Dataset: the Open Reaction Database (ORD), a public repository of structured organic reaction records. Task: describe an organic reaction: reactants, conditions, products, and yield Reactants: CO (methanol), O=C[C@H](O)[C@@H](O)[C@H](O)[C@H](O)CO (glucose), CO (methanol), O=C[C@H](O)[C@@H](O)[C@H](O)[C@H](O)CO (glucose), CO (methanol). Reaction conditions: temperature 160 celsius, time 2 minute. Yields the product COC1[C@@H](C([C@@H](C(O1)CO)O)O)O (Methylglucoside). Reaction SMILES: [O:1]=[CH:2][C@@H:3]([C@H:5]([C@@H:7]([C@@H:9]([CH2:11][OH:12])[OH:10])[OH:8])[OH:6])[OH:4].[CH3:13]O>>[CH3:13][O:1][CH:2]1[O:10][CH:9]([CH2:11][OH:12])[C@@H:7]([OH:8])[CH:5]([OH:6])[C@H:3]1[OH:4]. Reported procedure: A mixture of methanol and glucose was initially charged in a stirred vessel A. The fraction of glucose was 30% of the methanol fraction. The mixture was conveyed by a suitable pump B at a pressure of 120 bar continuously through the reactor C. The tubular reactor C was heated to a temperature of 160° C. by the heater D. A carrier stream comprising pure methanol from the reservoir F was heated to approx. 300° using the preheater G. At the mixing point H, the carrier stream was mixed with the reac...